This data is from the Open Reaction Database (ORD), a public repository of structured organic reaction records. The task is: describe an organic reaction: reactants, conditions, products, and yield Reactants: Cl.COC([C@@H](N)CC1=CC=CC=C1)=O (L-phenylalanine methylester hydrochloride), [N+](=O)([O-])C1=CC=C(C(=O)Cl)C=C1 (4-nitrobenzoyl chloride). Solvent: ClCCl (dichloromethane), N1=CC=CC=C1 (pyridine). The product is [N+](=O)([O-])C1=CC=C(C(=O)N[C@H](C(=O)OC)CC2=CC=CC=C2)C=C1 (Methyl (S)-2-(4-Nitrobenzamido)-3-phenylpropanoate). RXN SMILES: Cl.[CH3:2][O:3][C:4](=[O:14])[C@H:5]([CH2:7][C:8]1[CH:13]=[CH:12][CH:11]=[CH:10][CH:9]=1)[NH2:6].[N+:15]([C:18]1[CH:26]=[CH:25][C:21]([C:22](Cl)=[O:23])=[CH:20][CH:19]=1)([O-:17])=[O:16]>ClCCl.N1C=CC=CC=1>[N+:15]([C:18]1[CH:19]=[CH:20][C:21]([C:22]([NH:6][C@@H:5]([CH2:7][C:8]2[CH:13]=[CH:12][CH:11]=[CH:10][CH:9]=2)[C:4]([O:3][CH3:2])=[O:14])=[O:23])=[CH:25][CH:26]=1)([O-:17])=[O:16] |f:0.1|. Reported procedure: 2.0 g (9.3 mmol) L-phenylalanine methylester hydrochloride and 1.73 g (9.3 mmol) 4-nitrobenzoyl chloride were dissolved in a mixture of 10 ml dichloromethane and 5 ml pyridine and stirred over night at room temperature. The mixture was evaporated in vacuo, while a colorless solid precipitated, which was filtered by suction, recrystallized from ethanol, washed with diisopropylether, and dried in vacuo to give the title compound in colorless needles, m.p. 115°-116° C. Starting materials: [Cl-].[Na+] (sodium chloride), C1(=CC=CC=C1)SCl (Benzenesulfenyl chloride), [Na] (monosodium), OC1=CC(OC(=C1)C)=O (4-hydroxy-6-methyl-2-pyrone). The solvent is C1=CC=CC=C1 (benzene), C1=CC=CC=C1 (benzene). The product is OC1=C(C(OC(=C1)C)=O)SC1=CC=CC=C1 (4-Hydroxy-6-methyl-3-phenylthio-2-pyrone). Isolated yield 100.0%. RXN SMILES: [C:1]1([S:7]Cl)[CH:6]=[CH:5][CH:4]=[CH:3][CH:2]=1.[Na].[OH:10][C:11]1[CH:16]=[C:15]([CH3:17])[O:14][C:13](=[O:18])[CH:12]=1.[Cl-].[Na+]>C1C=CC=CC=1>[OH:10][C:11]1[CH:16]=[C:15]([CH3:17])[O:14][C:13](=[O:18])[C:12]=1[S:7][C:1]1[CH:6]=[CH:5][CH:4]=[CH:3][CH:2]=1 |f:3.4,^1:8|. Procedure details: Benzenesulfenyl chloride (7.2 g., 0.050 mol) dissolved in benzene (15 ml.) was added to a rapidly stirred slurry of the monosodium salt of 4-hydroxy-6-methyl-2-pyrone (7.4 g., 0.050 mol) in benzene (110 ml.) over a period of 12 minutes. The reaction temperature was maintained at 25°-27°C. with cooling during the addition; then the reaction mixture was heated at reflux for 30 minutes. The benzene was removed by distillation in vacuo and the residue triturated with water (100 ml.) to remove the by... Reactants: C(#N)C1=CC2=C(N=C(N2)C(C)(C2=C3C=CN(C3=C(C=C2C)C)S(=O)(=O)C2=CC=C(C)C=C2)NS(=O)C(C)(C)C)C=C1 ((±)-N-(1-(5-cyanobenzo[d]imidazol-2-yl)-1-(5,7-dimethyl-1-tosyl-1H-indol-4-yl)ethyl)-2-methylpropane-2-sulfinamide), Cl (HCl). Run at time 17 hour. The product is NC(C)(C1=C2C=CN(C2=C(C=C1C)C)S(=O)(=O)C1=CC=C(C)C=C1)C1=NC2=C(N1)C=CC(=C2)C#N ((±)-2-(1-Amino-1-(5,7-dimethyl-1-tosyl-1H-indol-4-yl)ethyl)-1H-benzo[d]imidazole-5-carbonitrile). RXN SMILES: [C:1]([C:3]1[CH:41]=[CH:40][C:6]2[N:7]=[C:8]([C:10]([NH:33]S(C(C)(C)C)=O)([C:12]3[C:20]([CH3:21])=[CH:19][C:18]([CH3:22])=[C:17]4[C:13]=3[CH:14]=[CH:15][N:16]4[S:23]([C:26]3[CH:32]=[CH:31][C:29]([CH3:30])=[CH:28][CH:27]=3)(=[O:25])=[O:24])[CH3:11])[NH:9][C:5]=2[CH:4]=1)#[N:2].Cl>>[NH2:33][C:10]([C:8]1[NH:7][C:6]2[CH:40]=[CH:41][C:3]([C:1]#[N:2])=[CH:4][C:5]=2[N:9]=1)([C:12]1[C:20]([CH3:21])=[CH:19][C:18]([CH3:22])=[C:17]2[C:13]=1[CH:14]=[CH:15][N:16]2[S:23]([C:26]1[CH:27]=[CH:28][C:29]([CH3:30])=[CH:31][CH:32]=1)(=[O:25])=[O:24])[CH3:11]. Procedure details: A solution of (±)-N-(1-(5-cyanobenzo[d]imidazol-2-yl)-1-(5,7-dimethyl-1-tosyl-1H-indol-4-yl)ethyl)-2-methylpropane-2-sulfinamide (97 mg, 0.165 mmol) and HCl (1.25 M in MeOH) (792 μL, 0.990 mmol) was allowed to stir at rt for 17 h. The mixture was concentrated and then diluted with 1 M aq. NaOH, brine and CH2Cl2. The organic layer was separated and concentrated. The residue was purified by flash column chromatography on silica gel (CH2Cl2/MeOH=100:0 to 10:1) to give the title compound. MS (ESI+) ... Starting materials: C([O-])([O-])=O.[Cs+].[Cs+] (cesium carbonate), C1=CC=C(C=C1)P(C2=CC=CC=C2)C3=C(C4=CC=CC=C4C=C3)C5=C(C=CC6=CC=CC=C65)P(C7=CC=CC=C7)C8=CC=CC=C8 ((S)-BINAP), resultant mixture, FC(S(=O)(=O)OC1=CC=C(C=C1)CC(=O)OC)(F)F (Methyl 2-{4-[(trifluoromethyl)sulfonyloxy]phenyl}acetate), C(C)(C)(C)OC(=O)N1CCNCC1 (t-butyl-1-piperazinecarboxylate). Reagents/catalysts: C(C)(=O)[O-].[Pd+2].C(C)(=O)[O-] (palladium (II) acetate). Isolated yield 50.8%. RXN SMILES: C(=O)([O-])[O-].[Cs+].[Cs+].C1C=CC(P(C2C=CC3C(=CC=CC=3)C=2C2C3C(=CC=CC=3)C=CC=2P(C2C=CC=CC=2)C2C=CC=CC=2)C2C=CC=CC=2)=CC=1.FC(F)(F)S(O[C:59]1[CH:64]=[CH:63][C:62]([CH2:65][C:66]([O:68][CH3:69])=[O:67])=[CH:61][CH:60]=1)(=O)=O.[C:72]([O:76][C:77]([N:79]1[CH2:84][CH2:83][NH:82][CH2:81][CH2:80]1)=[O:78])([CH3:75])([CH3:74])[CH3:73]>C1(C)C=CC=CC=1.C([O-])(=O)C.[Pd+2].C([O-])(=O)C>[C:72]([O:76][C:77]([N:79]1[CH2:84][CH2:83][N:82]([C:59]2[CH:64]=[CH:63][C:62]([CH2:65][C:66]([O:68][CH3:69])=[O:67])=[CH:61][CH:60]=2)[CH2:81][CH2:80]1)=[O:78])([CH3:75])([CH3:73])[CH3:74] |f:0.1.2,7.8.9|. Reported procedure: A flask charged with cesium carbonate (4.6 g, 14.0 mmol), palladium (II) acetate (0.07 g, 0.3 mmol), and (S)-BINAP (0.28 g, 4.5 mmol) was evacuated and flushed with dry nitrogen. Methyl 2-{4-[(trifluoromethyl)sulfonyloxy]phenyl}acetate (3.0 g, 10.0 mmol) and t-butyl-1-piperazinecarboxylate (2.3 g, 12.0 mmol) in 20 mL toluene was added via syringe and the resultant mixture was stirred at ambient temperature for 30 minutes and at 80° C. for 16 hours. The reaction mixture was removed from the heati... Yields the product C(C)(C)(C)OC(=O)N1CCN(CC1)C1=CC=C(C=C1)CC(=O)OC (Methyl 2-(4-{4-[(t-butyl)oxycarbonyl]piperazinyl}phenyl)acetate). The solvent is C1(=CC=CC=C1)C (toluene).